Dataset: the Open Reaction Database (ORD), a public repository of structured organic reaction records. Task: describe an organic reaction: reactants, conditions, products, and yield Starting materials: CSC1=CC(=C(C(=O)OCC)C=C1)OCC (ethyl 4-methylthio-2-ethoxybenzoate), ClC=1C=C(C(=O)OO)C=CC1 (3-chloroperoxybenzoic acid), C(C)(=O)OCC (ethyl acetate). Run in hexanes, C(Cl)Cl (methylene chloride). Run at temperature 0 celsius, time 15 minute. Yields the product C(C)OC1=C(C(=O)OCC)C=CC(=C1)S(=O)C (ethyl 2-ethoxy-4-methanesulfinylbenzoate). Yield: 60.7%. As a reaction SMILES: [CH3:1][S:2][C:3]1[CH:13]=[CH:12][C:6]([C:7]([O:9][CH2:10][CH3:11])=[O:8])=[C:5]([O:14][CH2:15][CH3:16])[CH:4]=1.ClC1C=C(C=CC=1)C(OO)=[O:22].C(OCC)(=O)C>C(Cl)Cl>[CH2:15]([O:14][C:5]1[CH:4]=[C:3]([S:2]([CH3:1])=[O:22])[CH:13]=[CH:12][C:6]=1[C:7]([O:9][CH2:10][CH3:11])=[O:8])[CH3:16]. Procedure details: To a cooled solution of ethyl 4-methylthio-2-ethoxybenzoate (1.1 g, 4.6 mmol) in methylene chloride (40 mL) was added 3-chloroperoxybenzoic acid (1.1 g, 4.5 mmol, 77%) in several portions. The reaction mixture was stirred at 0° C. for 15 min, after which TLC (50% ethyl acetate in hexanes) showed consumption of starting material. The reaction mixture was quenched with a solution of sodium thiosulfate and neutralize with a solution of sodium bicarbonate. The product was extracted three times with ... Starting materials: cuprous bromide Cu(I)Br, CC1=C(OC2=NC(=CC(=C2N)NC(CC)CC)C)C(=CC(=C1)C)C (2-(2,4,6-trimethylphenoxy)-N4-(1-ethylpropyl)-6-methyl-pyridine-3,4-diamine), Br (hydrobromic acid), N(=O)[O-].[Na+] (sodium nitrite), [OH-].[NH4+] (ammonium hydroxide). Solvent: O (water), O (water). Yields the product C(C)C(CC)N1N=NC=2C(=NC(=CC21)C)OC2=C(C=C(C=C2C)C)C (1-(1-Ethyl-propyl)-6-methyl-4-(2,4,6-trimethyl-phenoxy)-1H-[1,2,3]triazolo[4,5-c]pyridine). Yield: 107.6%. Reaction SMILES: [CH3:1][C:2]1[CH:22]=[C:21]([CH3:23])[CH:20]=[C:19]([CH3:24])[C:3]=1[O:4][C:5]1[C:10]([NH2:11])=[C:9]([NH:12][CH:13]([CH2:16][CH3:17])[CH2:14][CH3:15])[CH:8]=[C:7]([CH3:18])[N:6]=1.Br.[N:26]([O-])=O.[Na+].[OH-].[NH4+]>O>[CH2:14]([CH:13]([N:12]1[C:9]2[CH:8]=[C:7]([CH3:18])[N:6]=[C:5]([O:4][C:3]3[C:19]([CH3:24])=[CH:20][C:21]([CH3:23])=[CH:22][C:2]=3[CH3:1])[C:10]=2[N:11]=[N:26]1)[CH2:16][CH3:17])[CH3:15] |f:2.3,4.5|. Procedure: To a solution of 2-(2,4,6-trimethylphenoxy)-N4-(1-ethylpropyl)-6-methyl-pyridine-3,4-diamine (640 mg, 1.95 mmol) and 7 ml of 48% hydrobromic acid was added a solution of sodium nitrite (146 mg, 2.11 mmol) in 2 ml of water dropwise over 5 min at 0° C. The resulting mixture was treated with cuprous bromide Cu(I)Br (145 mg, 1.01 mmol) and then heated at reflux for 15 min. The mixture was cooled to room temperature and diluted with water, basified with ammonium hydroxide and extracted twice with eth... The reactants are C(C)(C)(C)C=1C=C(N(N1)C1=CC(=CC=C1)CO)NC(=O)N[C@H]1CC[C@H](C2=CC=CC=C12)OC=1C=CC=2N(C1)C(=NN2)[C@H]2N(CCC2)C (1-[5-tert-butyl-2-[3-hydroxymethyl-phenyl)-2H-pyrazol-3-yl]-3-{(1S,4R)-4-[3-((S)-1-methyl-pyrrolidin-2-yl)-[1,2,4]triazolo[4,3-a]pyridin-6-yloxy]-1,2,3,4-tetrahydro-naphthalen-1-yl}-urea), CCN(C(C)C)C(C)C (DIPEA), CS(=O)(=O)Cl (methanesulfonyl chloride). Solvent: C(Cl)Cl (DCM), C(Cl)Cl (DCM). Reaction conditions: time 0.5 hour. The product is C(C)(C)(C)C1=NN(C(=C1)NC(=O)N[C@H]1CC[C@H](C2=CC=CC=C12)OC=1C=CC=2N(C1)C(=NN2)[C@H]2N(CCC2)C)C=2C=C(COS(=O)(=O)C)C=CC2 (Methanesulfonic acid 3-[3-tert-butyl-5-(3-{(1S,4R)-4-[3-((S)-1-methyl-pyrrolidin-2-yl)-[1,2,4]triazolo[4,3-a]pyridin-6-yloxy]-1,2,3,4-tetrahydro-naphthalen-1-yl}-ureido)-pyrazol-1-yl]-benzyl ester). Isolated yield 91.2%. RXN SMILES: [C:1]([C:5]1[CH:6]=[C:7]([NH:18][C:19]([NH:21][C@@H:22]2[C:31]3[C:26](=[CH:27][CH:28]=[CH:29][CH:30]=3)[C@H:25]([O:32][C:33]3[CH:34]=[CH:35][C:36]4[N:37]([C:39]([C@@H:42]5[CH2:46][CH2:45][CH2:44][N:43]5[CH3:47])=[N:40][N:41]=4)[CH:38]=3)[CH2:24][CH2:23]2)=[O:20])[N:8]([C:10]2[CH:15]=[CH:14][CH:13]=[C:12]([CH2:16][OH:17])[CH:11]=2)[N:9]=1)([CH3:4])([CH3:3])[CH3:2].CCN(C(C)C)C(C)C.[CH3:57][S:58](Cl)(=[O:60])=[O:59]>C(Cl)Cl>[C:1]([C:5]1[CH:6]=[C:7]([NH:18][C:19]([NH:21][C@@H:22]2[C:31]3[C:26](=[CH:27][CH:28]=[CH:29][CH:30]=3)[C@H:25]([O:32][C:33]3[CH:34]=[CH:35][C:36]4[N:37]([C:39]([C@@H:42]5[CH2:46][CH2:45][CH2:44][N:43]5[CH3:47])=[N:40][N:41]=4)[CH:38]=3)[CH2:24][CH2:23]2)=[O:20])[N:8]([C:10]2[CH:11]=[C:12]([CH:13]=[CH:14][CH:15]=2)[CH2:16][O:17][S:58]([CH3:57])(=[O:60])=[O:59])[N:9]=1)([CH3:4])([CH3:2])[CH3:3]. Procedure: A solution of Intermediate 149a (200 mg, 0.32 mmol) and DIPEA (164 μL, 0.95 mmol) in DCM (4 mL) was treated with methanesulfonyl chloride (32 μL, 0.41 mmol) and the reaction mixture was stirred at RT for 0.5 h. The mixture was diluted with DCM (5 mL) and washed with water (10 mL) and brine (10 mL). The layers were separated and the organic layer was passed through a phase separator and concentrated in vacuo to afford the title compound as a pale yellow solid (208 mg, 92%). LCMS (Method 3): Rt 3....